Dataset: the Open Reaction Database (ORD), a public repository of structured organic reaction records. Task: describe an organic reaction: reactants, conditions, products, and yield The reactants are C(C)(C)(C)OC(=O)N1CCC(=CC1)C=1C=C2N3[C@@H](C(NN=C3COC2=CC1C1=C(C=CC=C1)F)=O)C (4-[(R)-7-(2-fluoro-phenyl)-4-methyl-3-oxo-2,3,4,10-tetrahydro-9-oxa-1,2,4a-triaza-phenanthren-6-yl]-3,6-dihydro-2H-pyridine-1-carboxylic acid tert-butyl ester). Reagents/catalysts: [Pd] (Pd/C). The solvent is CO (MeOH). Reaction conditions: temperature 50 celsius, time 8 hour. Yields the product C(C)(C)(C)OC(=O)N1CCC(CC1)C=1C=C2N3[C@@H](C(NN=C3COC2=CC1C1=C(C=CC=C1)F)=O)C (4-[(R)-7-(2-fluoro-phenyl)-4-methyl-3-oxo-2,3,4,10-tetrahydro-9-oxa-1,2,4a-triaza-phenanthren-6-yl]-piperidine-1-carboxylic acid tert-butyl ester). The yield is 79.6%. RXN SMILES: [C:1]([O:5][C:6]([N:8]1[CH2:13][CH:12]=[C:11]([C:14]2[CH:15]=[C:16]3[C:25](=[CH:26][C:27]=2[C:28]2[CH:33]=[CH:32][CH:31]=[CH:30][C:29]=2[F:34])[O:24][CH2:23][C:22]2[N:17]3[C@H:18]([CH3:36])[C:19](=[O:35])[NH:20][N:21]=2)[CH2:10][CH2:9]1)=[O:7])([CH3:4])([CH3:3])[CH3:2]>CO.[Pd]>[C:1]([O:5][C:6]([N:8]1[CH2:9][CH2:10][CH:11]([C:14]2[CH:15]=[C:16]3[C:25](=[CH:26][C:27]=2[C:28]2[CH:33]=[CH:32][CH:31]=[CH:30][C:29]=2[F:34])[O:24][CH2:23][C:22]2[N:17]3[C@H:18]([CH3:36])[C:19](=[O:35])[NH:20][N:21]=2)[CH2:12][CH2:13]1)=[O:7])([CH3:4])([CH3:2])[CH3:3]. Reported procedure: To a suspension of Pd/C (10%, 0.324 g, 3.05 mmol) in MeOH (30 mL) was added 4-[(R)-7-(2-fluoro-phenyl)-4-methyl-3-oxo-2,3,4,10-tetrahydro-9-oxa-1,2,4a-triaza-phenanthren-6-yl]-3,6-dihydro-2H-pyridine-1-carboxylic acid tert-butyl ester (1.5 g, 3.05 mmol) and the reaction mixture was stirred at 50° C. under H2 (50 psi) overnight. The reaction mixture was cooled to ambient temperature, filtered and the filtrate was concentrated in vacuo to give 4-[(R)-7-(2-fluoro-phenyl)-4-methyl-3-oxo-2,3,4,10-tet...